This data is from the Open Reaction Database (ORD), a public repository of structured organic reaction records. The task is: describe an organic reaction: reactants, conditions, products, and yield Starting materials: resultant mixture, OC1=C(N=NC(=C1)Cl)Cl (4-hydroxy-3,6-dichloropyridazine), C1(CC1)C1=C(C(=CC=C1)C)O (2-cyclopropyl-6-methylphenol), Cl (hydrochloric acid), C=1(C(=CC=CC1)C#N)C (orthotolunitrile), [OH-].[K+] (potassium hydroxide). Run in CO (methanol). Yields the product ClC1=CC(=C(N=N1)OC1=C(C=CC=C1C)C1CC1)O (6-chloro-3-(2-cyclopropyl-6-methylphenoxy)-4-pyridazinol). The yield is 55.0%. RXN SMILES: [OH:1][C:2]1[CH:7]=[C:6]([Cl:8])[N:5]=[N:4][C:3]=1Cl.[CH:10]1([C:13]2[CH:18]=[CH:17][CH:16]=[C:15]([CH3:19])[C:14]=2[OH:20])[CH2:12][CH2:11]1.C1(C)C(C#N)=CC=CC=1.[OH-].[K+].Cl>CO>[Cl:8][C:6]1[N:5]=[N:4][C:3]([O:20][C:14]2[C:15]([CH3:19])=[CH:16][CH:17]=[CH:18][C:13]=2[CH:10]2[CH2:11][CH2:12]2)=[C:2]([OH:1])[CH:7]=1 |f:3.4|. Procedure: To a mixture of 301 mg (purity: 100%; 1.82 mmol) of 4-hydroxy-3,6-dichloropyridazine and 842 mg (5.59 mmol) of 2-cyclopropyl-6-methylphenol were added orthotolunitrile (2.76 g) and 325 mg (5.51 mmol) of 95% potassium hydroxide at room temperature. The resultant mixture was heated to 180° C. while stirring, and stirred at that temperature for 4 hours. Then, the resultant reaction mixture was cooled to room temperature, and a 1 N aqueous hydrochloric acid solution and methanol were added to the re... Product: O=C(Nc1ccncc1)Nc1ccc(-c2nc(NCC3CNC3)nc(N3CCOCC3)n2)cc1. Starting materials: CC(C)(C)OC(=O)N1CC(CNc2nc(-c3ccc(NC(=O)Nc4ccncc4)cc3)nc(N3CCOCC3)n2)C1, ClCCl, O=C(O)C(F)(F)F. RXN SMILES: [C:1]([O:2][C:3](=[O:4])[N:8]1[CH2:9][CH:10]([CH2:12][NH:13][c:14]2[n:15][c:16](-[c:26]3[cH:27][cH:28][c:29]([NH:32][C:33](=[O:34])[NH:35][c:36]4[cH:37][cH:38][n:39][cH:40][cH:41]4)[cH:30][cH:31]3)[n:17][c:18]([N:20]3[CH2:21][CH2:22][O:23][CH2:24][CH2:25]3)[n:19]2)[CH2:11]1)([CH3:5])([CH3:6])[CH3:7].[Cl:49][CH2:50][Cl:51].[F:42][C:43]([F:44])([F:45])[C:46]([OH:47])=[O:48]>>[NH:8]1[CH2:9][CH:10]([CH2:12][NH:13][c:14]2[n:15][c:16](-[c:26]3[cH:27][cH:28][c:29]([NH:32][C:33](=[O:34])[NH:35][c:36]4[cH:37][cH:38][n:39][cH:40][cH:41]4)[cH:30][cH:31]3)[n:17][c:18]([N:20]3[CH2:21][CH2:22][O:23][CH2:24][CH2:25]3)[n:19]2)[CH2:11]1. Reactants: C(C1=CC=CC=C1)OC([C@H]1N(CCC1)C([C@H]1N(CCC1)C([C@@H](NP(=O)(CC)CC)CCCC(N)C(=O)OCC1=CC=CC=C1)=O)=O)=O (Diethylphosphoryl-ε-carbobenzoxy-L-lysyl-L-prolyl-L-proline benzyl ester), [OH-].[Ca+2].[OH-] (calcium hydroxide). Reagents/catalysts: [C].[Pd] (palladium-carbon). The solvent is CO (methanol), O (water). Yields the product [Ca+2].C(C)P(=O)(CC)N[C@@H](CCCCN)C(=O)N1[C@H](C(=O)N2[C@H](C(=O)[O-])CCC2)CCC1.C(C)P(=O)(CC)N[C@@H](CCCCN)C(=O)N1[C@H](C(=O)N2[C@H](C(=O)[O-])CCC2)CCC1 (diethylphosphoryl-L-lysyl-L-prolyl-L-proline calcium salt). The yield is 94.9%. Reaction SMILES: C([O:8][C:9](=[O:47])[C@@H:10]1[CH2:14][CH2:13][CH2:12][N:11]1[C:15](=[O:46])[C@@H:16]1[CH2:20][CH2:19][CH2:18][N:17]1[C:21](=[O:45])[C@H:22]([CH2:30][CH2:31][CH2:32][CH:33](C(OCC1C=CC=CC=1)=O)[NH2:34])[NH:23][P:24]([CH2:28][CH3:29])([CH2:26][CH3:27])=[O:25])C1C=CC=CC=1.[OH-].[Ca+2:49].[OH-]>CO.O.[C].[Pd]>[Ca+2:49].[CH2:26]([P:24]([NH:23][C@H:22]([C:21]([N:17]1[CH2:18][CH2:19][CH2:20][C@H:16]1[C:15]([N:11]1[CH2:12][CH2:13][CH2:14][C@H:10]1[C:9]([O-:47])=[O:8])=[O:46])=[O:45])[CH2:30][CH2:31][CH2:32][CH2:33][NH2:34])([CH2:28][CH3:29])=[O:25])[CH3:27].[CH2:26]([P:24]([NH:23][C@H:22]([C:21]([N:17]1[CH2:18][CH2:19][CH2:20][C@H:16]1[C:15]([N:11]1[CH2:12][CH2:13][CH2:14][C@H:10]1[C:9]([O-:47])=[O:8])=[O:46])=[O:45])[CH2:30][CH2:31][CH2:32][CH2:33][NH2:34])([CH2:28][CH3:29])=[O:25])[CH3:27] |f:1.2.3,6.7,8.9.10|. Procedure details: Diethylphosphoryl-ε-carbobenzoxy-L-lysyl-L-prolyl-L-proline benzyl ester (2.48 g, 3.5 mmole) was dissolved in methanol (25 ml), and calcium hydroxide (0.133 g) suspended in water (10 ml) was added thereto. The catalytic reduction reaction was carried out in the presence of 5% palladium-carbon as catalyst. The catalyst was removed by filtration and the solvent was distilled off under reduced pressure. The thus obtained milk-white and candy-like residue was dissolved in water. After removal of ins... Starting materials: [Br-], CC(C)(C)C[Mg+], C1CCOC1, OC1CCOc2ccc(I)cc21. Yields the product CC(C)(C)Cc1ccc2c(c1)C(O)CCO2. Reaction SMILES: [Br-:13].[CH2:14]([C:15]([CH3:16])([CH3:17])[CH3:18])[Mg+:19].[CH2:20]1[O:21][CH2:22][CH2:23][CH2:24]1.[I:1][c:2]1[cH:3][c:4]2[c:9]([cH:10][cH:11]1)[O:8][CH2:7][CH2:6][CH:5]2[OH:12]>>[c:2]1([CH2:14][C:15]([CH3:16])([CH3:17])[CH3:18])[cH:3][c:4]2[c:9]([cH:10][cH:11]1)[O:8][CH2:7][CH2:6][CH:5]2[OH:12]. The reactants are Cc1cc2[nH]c(=O)n(C3=CCN(C4(C)CCOCC4)CC3)c2cc1C, CO, Cl, [H][H]. The product is Cc1cc2[nH]c(=O)n(C3CCN(C4(C)CCOCC4)CC3)c2cc1C, Cl. As a reaction SMILES: [CH3:1][c:2]1[cH:3][c:4]2[c:5]([n:6]([C:10]3=[CH:15][CH2:14][N:13]([C:16]4([CH3:22])[CH2:17][CH2:18][O:19][CH2:20][CH2:21]4)[CH2:12][CH2:11]3)[c:7](=[O:9])[nH:8]2)[cH:23][c:24]1[CH3:25].[CH3:29][OH:30].[ClH:26].[H:27][H:28]>>[CH3:1][c:2]1[cH:3][c:4]2[c:5]([n:6]([CH:10]3[CH2:11][CH2:12][N:13]([C:16]4([CH3:22])[CH2:17][CH2:18][O:19][CH2:20][CH2:21]4)[CH2:14][CH2:15]3)[c:7](=[O:9])[nH:8]2)[cH:23][c:24]1[CH3:25].[ClH:26].